From a dataset of the Open Reaction Database (ORD), a public repository of structured organic reaction records. describe an organic reaction: reactants, conditions, products, and yield Starting materials: ClC1=C(C=CC(=C1C#N)F)C(CN1[C@H](CN(CC1)C(=O)OC(C)(C)C)CO)O ((3R)-tert-butyl 4-(2-(2-chloro-3-cyano-4-fluorophenyl)-2-hydroxyethyl)-3-(hydroxymethyl)piperazine-1-carboxylate), C(#N)C=P(CCCC)(CCCC)CCCC (cyanomethylene tri-n-butyl phosphorane). The solvent is C1=CC=CC=C1 (benzene). Reaction conditions: temperature 100 celsius. The product is ClC1=C(C=CC(=C1C#N)F)C1CN2[C@@H](CO1)CN(CC2)C(=O)OC(C)(C)C ((9aR)-tert-butyl 3-(2-chloro-3-cyano-4-fluorophenyl)hexahydropyrazino[2,1-c][1,4]oxazine-8(1H)-carboxylate). As a reaction SMILES: [Cl:1][C:2]1[C:7]([C:8]#[N:9])=[C:6]([F:10])[CH:5]=[CH:4][C:3]=1[CH:11](O)[CH2:12][N:13]1[CH2:18][CH2:17][N:16]([C:19]([O:21][C:22]([CH3:25])([CH3:24])[CH3:23])=[O:20])[CH2:15][C@@H:14]1[CH2:26][OH:27].C(C=P(CCCC)(CCCC)CCCC)#N>C1C=CC=CC=1>[Cl:1][C:2]1[C:7]([C:8]#[N:9])=[C:6]([F:10])[CH:5]=[CH:4][C:3]=1[CH:11]1[O:27][CH2:26][C@H:14]2[CH2:15][N:16]([C:19]([O:21][C:22]([CH3:24])([CH3:25])[CH3:23])=[O:20])[CH2:17][CH2:18][N:13]2[CH2:12]1. Procedure details: (3R)-tert-butyl 4-(2-(2-chloro-3-cyano-4-fluorophenyl)-2-hydroxyethyl)-3-(hydroxymethyl)piperazine-1-carboxylate (15.6 g, 37.3 mmol) and cyanomethylene tri-n-butyl phosphorane (16.4 g, 67.8 mmol) were dissolved in benzene (90 mL), degassed and heated at 100° C. for 16 h. The reaction mixture was concentrated and chromatographed through a 330 g ISCO Redi-sep column and eluted with 35% EtOAc/hexane to yield the title compound (cis-trans diastereomers mixture). LC-MS (IE, m/z): 396 [M+1]+; The cis-... Reactants: C(C)(C)N (isopropylamine), CN(C)C1=NC=CC=C1 (Dimethylaminopyridine), C1(CCCCC1)N=C=NC1CCCCC1 (N,N'-dicyclohexylcarbodiimide), C(C)(C)(C)NC(=O)C=1C(C(=C(NC1C)COCCN1C(=NC2=C1C=CC=C2)C)C(=O)O)C2=C(C=CC=C2)Cl (5-(N-t-butylcarbamoyl)-3-carboxy-4-(2-chlorophenyl)-6-methyl-2-[2-(2-methylbenzimidazol-1-yl)ethoxymethyl]-1,4-dihydropyridine). The solvent is ClCCl (dichloromethane). Conditions: temperature 24 celsius, time 16 hour. The product is C(C)(C)(C)NC(=O)C=1C(C(=C(NC1C)COCCN1C(=NC2=C1C=CC=C2)C)C(NC(C)C)=O)C2=C(C=CC=C2)Cl (5-(N-t-Butylcarbamoyl)-4-(2-chlorophenyl)-3-(N-isopropylcarbamoyl)-6-methyl-2-[2-(2-methylbenzimidazol-1-yl)ethoxymethyl]-1,4-dihydropyridine). As a reaction SMILES: [CH3:1]N(C1C=CC=CN=1)C.[CH:10]1([N:16]=[C:17]=[N:18][CH:19]2[CH2:24][CH2:23][CH2:22][CH2:21][CH2:20]2)[CH2:15]CCCC1.[C:25]([NH:29][C:30]([C:32]1[CH:33]([C:56]2[CH:61]=[CH:60][CH:59]=[CH:58][C:57]=2[Cl:62])[C:34]([C:53](O)=[O:54])=[C:35]([CH2:39][O:40]CCN2C3C=CC=CC=3N=C2C)[NH:36][C:37]=1[CH3:38])=[O:31])([CH3:28])([CH3:27])[CH3:26].[CH:63]([NH2:66])([CH3:65])[CH3:64]>ClCCl>[C:25]([NH:29][C:30]([C:32]1[CH:33]([C:56]2[CH:61]=[CH:60][CH:59]=[CH:58][C:57]=2[Cl:62])[C:34]([C:53](=[O:54])[NH:66][CH:63]([CH3:65])[CH3:64])=[C:35]([CH2:39][O:40][CH2:15][CH2:10][N:16]2[C:24]3[CH:23]=[CH:22][CH:21]=[CH:20][C:19]=3[N:18]=[C:17]2[CH3:1])[NH:36][C:37]=1[CH3:38])=[O:31])([CH3:26])([CH3:28])[CH3:27]. Procedure: Dimethylaminopyridine (0.026 g, 0.21 mmol) and N,N'-dicyclohexylcarbodiimide (0.048 g, 0.23 mmol) were added to a stirred suspension of 5-(N-t-butylcarbamoyl)-3-carboxy-4-(2-chlorophenyl)-6-methyl-2-[2-(2-methylbenzimidazol-1-yl)ethoxymethyl]-1,4-dihydropyridine (0.107 g, 0.2 mmol) in dry dichloromethane (2 ml). The mixture was stirred for 16 hours at 24° C. and then treated with isopropylamine (0.17 ml, 2 mmol). The mixture was stirred for a further 3 hours and the solvent then evaporated and t... The reactants are O (water), C(C)OC1=C2C(=NC=C1C(=O)OCC)NN=C2 (ethyl 4-ethoxy-1H-pyrazolo-[3,4-b]pyridine-5-carboxylate), ICCCC#C (1-iodo-4-pentyne), C([O-])([O-])=O.[K+].[K+] (potassium carbonate). Run in CN(C)C=O (DMF). Reaction conditions: time 1 hour. Product: C(C)OC(=O)C=1C(=C2C(=NC1)N(N=C2)CCCC#C)OCC (Ethyl-4-ethoxy-1-(pent-4-ynyl)-1H-pyrazolo[3,4-b]pyridine-5-carboxylate). Yield: 111.9%. Reaction SMILES: [CH2:1]([O:3][C:4]1[C:9]([C:10]([O:12][CH2:13][CH3:14])=[O:11])=[CH:8][N:7]=[C:6]2[NH:15][N:16]=[CH:17][C:5]=12)[CH3:2].I[CH2:19][CH2:20][CH2:21][C:22]#[CH:23].C(=O)([O-])[O-].[K+].[K+].O>CN(C=O)C>[CH2:13]([O:12][C:10]([C:9]1[C:4]([O:3][CH2:1][CH3:2])=[C:5]2[CH:17]=[N:16][N:15]([CH2:23][CH2:22][CH2:21][C:20]#[CH:19])[C:6]2=[N:7][CH:8]=1)=[O:11])[CH3:14] |f:2.3.4|. Reported procedure: A mixture of 3.78 g of ethyl 4-ethoxy-1H-pyrazolo-[3,4-b]pyridine-5-carboxylate, 3.90 g of 1-iodo-4-pentyne, and 6.68 g of pulverized anhydrous potassium carbonate in 27 ml of dry DMF was stirred at 50°-60° for 1 hr. The mixture was cooled, poured into water, and the resulting mixture extracted with EtOAc. The combined extracts were washed with water and brine, dried (MgSO4), filtered, and concentrated to leave 5.42 g of a dark oil which slowly crystallized. This material was chromatographed ove... The reactants are [N+](=O)([O-])C1=C(C=CC=C1)NC1=NC=CN=C1Cl (2-[(2-nitrophenyl)amino]-3-chloropyrazine), BrC\C=C\CBr ((E)-1,4-dibromo-2-butene). Product: BrC/C=C/CN(C1=C(C=CC=C1)[N+](=O)[O-])C1=NC=CN=C1Cl ((E)-2-[N-(4-Bromo-2-buten-1-yl)-N-(2-nitrophenyl)amino]-3-chloropyrazine). As a reaction SMILES: [N+:1]([C:4]1[CH:9]=[CH:8][CH:7]=[CH:6][C:5]=1[NH:10][C:11]1[C:16]([Cl:17])=[N:15][CH:14]=[CH:13][N:12]=1)([O-:3])=[O:2].[Br:18][CH2:19]/[CH:20]=[CH:21]/[CH2:22]Br>>[Br:18][CH2:19]/[CH:20]=[CH:21]/[CH2:22][N:10]([C:11]1[C:16]([Cl:17])=[N:15][CH:14]=[CH:13][N:12]=1)[C:5]1[CH:6]=[CH:7][CH:8]=[CH:9][C:4]=1[N+:1]([O-:3])=[O:2]. Procedure: Similar to Production Example 132, 5.04 g of 2-[(2-nitrophenyl)amino]-3-chloropyrazine was treated with (E)-1,4-dibromo-2-butene to thereby give 0.34 g of the title compound. Starting materials: [BH3-]C#N, C1CNC1, C1CCOC1, CC1(C)OB(c2csc(C=O)c2)OC1(C)C, [Na+]. Yields the product CC1(C)OB(c2csc(CN3CCC3)c2)OC1(C)C. RXN SMILES: [C:21]([BH3-:22])#[N:23].[CH2:1]1[CH2:2][NH:3][CH2:4]1.[CH2:25]1[O:26][CH2:27][CH2:28][CH2:29]1.[CH3:5][C:6]1([CH3:20])[O:7][B:8]([c:13]2[cH:14][c:15]([CH:18]=[O:19])[s:16][cH:17]2)[O:9][C:10]1([CH3:11])[CH3:12].[Na+:24]>>[CH2:1]1[CH2:2][N:3]([CH2:18][c:15]2[cH:14][c:13]([B:8]3[O:7][C:6]([CH3:5])([CH3:20])[C:10]([CH3:11])([CH3:12])[O:9]3)[cH:17][s:16]2)[CH2:4]1.